Task: describe an organic reaction: reactants, conditions, products, and yield. Dataset: the Open Reaction Database (ORD), a public repository of structured organic reaction records Starting materials: C(#N)CCC1OC2=C(C1)C=C(C=C2)[N+](=O)[O-] (2-cyanoethyl-5-nitro-2,3-dihydrobenzofuran), S(=O)(=O)([O-])[O-].[Ba+2] (barium sulfate). Reagents/catalysts: [Pd] (palladium). The solvent is O1CCCC1 (tetrahydrofuran). The product is NC=1C=CC2=C(CC(O2)CCC#N)C1 (5-Amino-2-cyanoethyl-2,3-dihydrobenzofuran). The yield is 95.6%. Reaction SMILES: [C:1]([CH2:3][CH2:4][CH:5]1[CH2:9][C:8]2[CH:10]=[C:11]([N+:14]([O-])=O)[CH:12]=[CH:13][C:7]=2[O:6]1)#[N:2].S([O-])([O-])(=O)=O.[Ba+2]>O1CCCC1.[Pd]>[NH2:14][C:11]1[CH:12]=[CH:13][C:7]2[O:6][CH:5]([CH2:4][CH2:3][C:1]#[N:2])[CH2:9][C:8]=2[CH:10]=1 |f:1.2|. Reported procedure: Starting from 3.2 g (15 mmol) of 2-cyanoethyl-5-nitro-2,3-dihydrobenzofuran in 80 ml of tetrahydrofuran, hydrogenated in the presence of 0.32 g of palladium on 5% barium sulfate under the conditions described in step 7 of Example 7, 2.7 g of product were obtained. Reactants: NC1=CC(=C(C(=O)OC)C=C1)OC (methyl 4-amino-2-methoxybenzoate), C(C)(=O)OC(C)=O (acetic anhydride). Solvent: C(C)O (ethanol). Conditions: temperature 62.5 celsius. Product: C(C)(=O)NC1=CC(=C(C(=O)OC)C=C1)OC (methyl 4-acetamido-2-methoxybenzoate). Isolated yield 88.1%. As a reaction SMILES: [NH2:1][C:2]1[CH:11]=[CH:10][C:5]([C:6]([O:8][CH3:9])=[O:7])=[C:4]([O:12][CH3:13])[CH:3]=1.[C:14](OC(=O)C)(=[O:16])[CH3:15]>C(O)C>[C:14]([NH:1][C:2]1[CH:11]=[CH:10][C:5]([C:6]([O:8][CH3:9])=[O:7])=[C:4]([O:12][CH3:13])[CH:3]=1)(=[O:16])[CH3:15]. Procedure details: To a solution of methyl 4-amino-2-methoxybenzoate (501 mg, 2.77 mmol) in ethanol (8 ml) was added acetic anhydride (0.42 ml, 4.44 mmol, 1.6 eq) and the clear solution heated at 60-65° C. for 2 h. After cooling to room temperature the solvent was removed by rotary evaporator and the residue treated with water (10 ml) and saturated sodium bicarbonate solution (10 ml) before extracting with ethyl acetate (20 ml, 2×10 ml). The combined ethyl acetate extract was washed with water, then brine, dried (... The reactants are CCCC[Sn](CCCC)(CCCC)c1nccs1, COc1ncccc1CN1CCC(CC(=O)c2sccc2Br)CC1, Cc1ccccc1, c1ccc(P(c2ccccc2)(c2ccccc2)[Pd](P(c2ccccc2)(c2ccccc2)c2ccccc2)(P(c2ccccc2)(c2ccccc2)c2ccccc2)P(c2ccccc2)(c2ccccc2)c2ccccc2)cc1. Yields the product COc1ncccc1CN1CCC(CC(=O)c2sccc2-c2nccs2)CC1. RXN SMILES: [CH2:25]([Sn:26]([CH2:27][CH2:28][CH2:29][CH3:35])([c:30]1[s:31][cH:32][cH:33][n:34]1)[CH2:36][CH2:37][CH2:38][CH3:39])[CH2:40][CH2:41][CH3:42].[CH3:1][O:2][c:3]1[n:4][cH:5][cH:6][cH:7][c:8]1[CH2:9][N:10]1[CH2:11][CH2:12][CH:13]([CH2:16][C:17](=[O:18])[c:19]2[s:20][cH:21][cH:22][c:23]2[Br:24])[CH2:14][CH2:15]1.[CH3:43][c:44]1[cH:45][cH:46][cH:47][cH:48][cH:49]1.[cH:50]1[cH:51][cH:52][c:53]([P:54]([Pd:55]([P:56]([c:57]2[cH:58][cH:59][cH:60][cH:61][cH:62]2)([c:63]2[cH:64][cH:65][cH:66][cH:67][cH:68]2)[c:69]2[cH:70][cH:71][cH:72][cH:73][cH:74]2)([P:75]([c:76]2[cH:77][cH:78][cH:79][cH:80][cH:81]2)([c:82]2[cH:83][cH:84][cH:85][cH:86][cH:87]2)[c:88]2[cH:89][cH:90][cH:91][cH:92][cH:93]2)[P:94]([c:95]2[cH:96][cH:97][cH:98][cH:99][cH:100]2)([c:101]2[cH:102][cH:103][cH:104][cH:105][cH:106]2)[c:107]2[cH:108][cH:109][cH:110][cH:111][cH:112]2)([c:113]2[cH:114][cH:115][cH:116][cH:117][cH:118]2)[c:119]2[cH:120][cH:121][cH:122][cH:123][cH:124]2)[cH:125][cH:126]1>>[CH3:1][O:2][c:3]1[n:4][cH:5][cH:6][cH:7][c:8]1[CH2:9][N:10]1[CH2:11][CH2:12][CH:13]([CH2:16][C:17](=[O:18])[c:19]2[s:20][cH:21][cH:22][c:23]2-[c:30]2[s:31][cH:32][cH:33][n:34]2)[CH2:14][CH2:15]1. The reactants are [Br-], C1CCCCC1, CON(C)C(=O)C1CC(=O)N(c2ccc(OCc3cccc(F)c3)cc2)C1, C[Mg+], CCOC(C)=O, C1CCOC1, O. Yields the product CC(=O)C1CC(=O)N(c2ccc(OCc3cccc(F)c3)cc2)C1. As a reaction SMILES: [Br-:28].[CH2:43]1[CH2:44][CH2:45][CH2:46][CH2:47][CH2:48]1.[CH3:1][O:2][N:3]([C:4](=[O:5])[CH:6]1[CH2:7][N:8]([c:12]2[cH:13][cH:14][c:15]([O:18][CH2:19][c:20]3[cH:21][c:22]([F:26])[cH:23][cH:24][cH:25]3)[cH:16][cH:17]2)[C:9](=[O:11])[CH2:10]1)[CH3:27].[CH3:29][Mg+:30].[CH3:32][CH2:33][O:34][C:35](=[O:36])[CH3:37].[O:38]1[CH2:39][CH2:40][CH2:41][CH2:42]1.[OH2:31]>>[C:4](=[O:5])([CH:6]1[CH2:7][N:8]([c:12]2[cH:13][cH:14][c:15]([O:18][CH2:19][c:20]3[cH:21][c:22]([F:26])[cH:23][cH:24][cH:25]3)[cH:16][cH:17]2)[C:9](=[O:11])[CH2:10]1)[CH3:32]. Reactants: [Br-].[Li+] (Lithium bromide), C(OCC)(OC(C)Cl)=O (Ethyl alpha-chloroethyl carbonate). The solvent is CN(C=O)C (dimethy formamide). Reaction conditions: time 24 hour. The product is C(OCC)(OC(C)Br)=O (ethyl alpha-bromoethyl carbonate). Yield: 76.0%. As a reaction SMILES: [Br-:1].[Li+].[C:3](=[O:11])([O:7][CH:8](Cl)[CH3:9])[O:4][CH2:5][CH3:6]>CN(C)C=O>[C:3](=[O:11])([O:7][CH:8]([Br:1])[CH3:9])[O:4][CH2:5][CH3:6] |f:0.1|. Procedure details: Lithium bromide (17.4 g, 0.2 m) was dissolved in dimethy formamide (150 ml) and the mixture cooled to ambient temperature. Ethyl alpha-chloroethyl carbonate (30.5 g, 0.2 m) was added and the mixture stirred at ambient temperature for 24 hours. The precipitated lithium chloride was filtered off and the filtrate vacuum distilled to afford after careful re-fractionation, ethyl alpha-bromoethyl carbonate in 76% yield based upon recovered ethyl alphachloroethyl carbonate. Reactants: O=C([O-])O, C1CCOC1, CC(C)(O)c1cc(F)c(-c2cc(C(N)=O)c(Nc3ccc(Cl)nn3)s2)c(F)c1, [Na+], OB(O)c1cc[nH]n1. Product: CC(C)(O)c1cc(F)c(-c2cc(C(N)=O)c(Nc3ccc(-c4ccn[nH]4)nn3)s2)c(F)c1. As a reaction SMILES: [C:37](=[O:38])([OH:39])[O-:40].[CH2:42]1[O:43][CH2:44][CH2:45][CH2:46]1.[Cl:1][c:2]1[cH:3][cH:4][c:5]([NH:8][c:9]2[s:10][c:11](-[c:17]3[c:18]([F:28])[cH:19][c:20]([C:24]([CH3:25])([CH3:26])[OH:27])[cH:21][c:22]3[F:23])[cH:12][c:13]2[C:14](=[O:15])[NH2:16])[n:6][n:7]1.[Na+:41].[nH:29]1[n:30][c:31]([B:34]([OH:35])[OH:36])[cH:32][cH:33]1>>[c:2]1(-[c:31]2[nH:30][n:29][cH:33][cH:32]2)[cH:3][cH:4][c:5]([NH:8][c:9]2[s:10][c:11](-[c:17]3[c:18]([F:28])[cH:19][c:20]([C:24]([CH3:25])([CH3:26])[OH:27])[cH:21][c:22]3[F:23])[cH:12][c:13]2[C:14](=[O:15])[NH2:16])[n:6][n:7]1. The reactants are C(C1=CC=CC=C1)N1N=NN=C1C(=O)Cl (1-benzyl-1H-tetrazole-5-carbonyl chloride), NC1=C(C(=O)N)C(=CC=C1)N1CCOCC1 (2-amino-6-(4-morpholinyl) benzamide). Product: C(C1=CC=CC=C1)N1N=NN=C1C(=O)NC1=C(C(=CC=C1)N1CCOCC1)C(N)=O (1-benzyl-N-[2-carbamoyl-3-(4-morpholinyl)phenyl]1H-tetrazole-5-carboxamide). As a reaction SMILES: [CH2:1]([N:8]1[C:12]([C:13](Cl)=[O:14])=[N:11][N:10]=[N:9]1)[C:2]1[CH:7]=[CH:6][CH:5]=[CH:4][CH:3]=1.[NH2:16][C:17]1[CH:25]=[CH:24][CH:23]=[C:22]([N:26]2[CH2:31][CH2:30][O:29][CH2:28][CH2:27]2)[C:18]=1[C:19]([NH2:21])=[O:20]>>[CH2:1]([N:8]1[C:12]([C:13]([NH:16][C:17]2[CH:25]=[CH:24][CH:23]=[C:22]([N:26]3[CH2:27][CH2:28][O:29][CH2:30][CH2:31]3)[C:18]=2[C:19](=[O:20])[NH2:21])=[O:14])=[N:11][N:10]=[N:9]1)[C:2]1[CH:7]=[CH:6][CH:5]=[CH:4][CH:3]=1. Reported procedure: In a manner similar to Example I, 1-benzyl-1H-tetrazole-5-carbonyl chloride is condensed with 2-amino-6-(4-morpholinyl) benzamide to give 1-benzyl-N-[2-carbamoyl-3-(4-morpholinyl)phenyl]1H-tetrazole-5-carboxamide. The reactants are COC(=O)c1ccccc1OCC(F)(F)F, [K+], [OH-], O. Product: O=C(O)c1ccccc1OCC(F)(F)F. Reaction SMILES: [F:1][C:2]([CH2:3][O:4][c:5]1[c:6]([C:7](=[O:8])[O:9][CH3:10])[cH:11][cH:12][cH:13][cH:14]1)([F:15])[F:16].[K+:18].[OH-:17].[OH2:19]>>[F:1][C:2]([CH2:3][O:4][c:5]1[c:6]([C:7](=[O:8])[OH:9])[cH:11][cH:12][cH:13][cH:14]1)([F:15])[F:16]. Starting materials: COC(=O)C1N(CC1)C1CCN(CC1)C(=O)OCC (ethyl 4-(2-(methoxycarbonyl)azetidin-1-yl)piperidine-1-carboxylate), O.[OH-].[Li+] (lithium hydroxide monohydrate). Product: C(C)OC(=O)N1CCC(CC1)N1C(CC1)C(=O)[O-].[Li+] (lithium 1-(1-(ethoxycarbonyl)piperidin-4-yl)azetidine-2-carboxylate). Reaction SMILES: C[O:2][C:3]([CH:5]1[CH2:8][CH2:7][N:6]1[CH:9]1[CH2:14][CH2:13][N:12]([C:15]([O:17][CH2:18][CH3:19])=[O:16])[CH2:11][CH2:10]1)=[O:4].O.[OH-].[Li+:22]>>[CH2:18]([O:17][C:15]([N:12]1[CH2:11][CH2:10][CH:9]([N:6]2[CH2:7][CH2:8][CH:5]2[C:3]([O-:4])=[O:2])[CH2:14][CH2:13]1)=[O:16])[CH3:19].[Li+:22] |f:1.2.3,4.5|. Procedure: The reaction of ethyl 4-(2-(methoxycarbonyl)azetidin-1-yl)piperidine-1-carboxylate 19K and lithium hydroxide monohydrate yielded lithium 1-(1-(ethoxycarbonyl)piperidin-4-yl)azetidine-2-carboxylate as light yellow solid (quant.). MS ISP (m/e): 257.1 (100) [(M+H)]+.